Dataset: the Open Reaction Database (ORD), a public repository of structured organic reaction records. Task: describe an organic reaction: reactants, conditions, products, and yield The reactants are Cc1ccc(O)c(C(=O)O)c1, Nc1cc(C(F)(F)F)ccc1C(F)(F)F. Product: Cc1ccc(O)c(C(=O)Nc2cc(C(F)(F)F)ccc2C(F)(F)F)c1. Reaction SMILES: [CH3:1][c:2]1[cH:3][cH:4][c:5]([OH:11])[c:6]([C:7](=[O:8])[OH:9])[cH:10]1.[F:12][C:13]([c:14]1[c:15]([NH2:16])[cH:17][c:18]([C:21]([F:22])([F:23])[F:24])[cH:19][cH:20]1)([F:25])[F:26]>>[CH3:1][c:2]1[cH:3][cH:4][c:5]([OH:11])[c:6]([C:7](=[O:9])[NH:16][c:15]2[c:14]([C:13]([F:12])([F:25])[F:26])[cH:20][cH:19][c:18]([C:21]([F:22])([F:23])[F:24])[cH:17]2)[cH:10]1. Reactants: CCCCCCCCC#N, NCCNCCO, S=C=S. Yields the product CCCCCCCCC1=NCCN1CCO. As a reaction SMILES: [CH2:1]([CH2:2][CH2:3][CH2:4][CH2:5][CH2:6][CH2:7][CH3:8])[C:9]#[N:10].[NH2:11][CH2:12][CH2:13][NH:14][CH2:15][CH2:16][OH:17].[S:18]=[C:19]=[S:20]>>[CH2:1]([CH2:2][CH2:3][CH2:4][CH2:5][CH2:6][CH2:7][CH3:8])[C:9]1=[N:11][CH2:12][CH2:13][N:14]1[CH2:15][CH2:16][OH:17]. Starting materials: BrC=1C=C2C(=C(C=NC2=CC1)C(=O)C1CC1)NC1=CC(=CC=C1)CCN(C)C ({6-Bromo-4-[3-(2-(dimethylamino)ethyl)phenylamino]quinolin-3-yl}(cyclopropyl)methanone), ClC1=C(C(=CC(=C1)B1OC(C(O1)(C)C)(C)C)Cl)O (2,6-dichloro-4-(4,4,5,5-tetramethyl-1,3,2-dioxaborolan-2-yl)phenol). The product is C1(CC1)C(=O)C=1C=NC2=CC=C(C=C2C1NC1=CC(=CC=C1)CCN(C)C)C1=CC(=C(C(=C1)Cl)O)Cl (Cyclopropyl{6-(3,5-dichloro-4-hydroxyphenyl)-4-[3-(2-(dimethylamino)ethyl)phenylamino]quinolin-3-yl}methanone). Yield: 71.3%. Reaction SMILES: Br[C:2]1[CH:3]=[C:4]2[C:9](=[CH:10][CH:11]=1)[N:8]=[CH:7][C:6]([C:12]([CH:14]1[CH2:16][CH2:15]1)=[O:13])=[C:5]2[NH:17][C:18]1[CH:23]=[CH:22][CH:21]=[C:20]([CH2:24][CH2:25][N:26]([CH3:28])[CH3:27])[CH:19]=1.[Cl:29][C:30]1[CH:35]=[C:34](B2OC(C)(C)C(C)(C)O2)[CH:33]=[C:32]([Cl:45])[C:31]=1[OH:46]>>[CH:14]1([C:12]([C:6]2[CH:7]=[N:8][C:9]3[C:4]([C:5]=2[NH:17][C:18]2[CH:23]=[CH:22][CH:21]=[C:20]([CH2:24][CH2:25][N:26]([CH3:28])[CH3:27])[CH:19]=2)=[CH:3][C:2]([C:34]2[CH:35]=[C:30]([Cl:29])[C:31]([OH:46])=[C:32]([Cl:45])[CH:33]=2)=[CH:11][CH:10]=3)=[O:13])[CH2:16][CH2:15]1. Procedure: Following general procedure F, {6-Bromo-4-[3-(2-(dimethylamino)ethyl)phenylamino]quinolin-3-yl}(cyclopropyl)methanone (58 mg, 0.132 mmol) was reacted with 2,6-dichloro-4-(4,4,5,5-tetramethyl-1,3,2-dioxaborolan-2-yl)phenol (57 mg, 0.198 mmol) to afford the desired product (49 mg, 71%) as a yellow solid: 1H NMR (500 MHz, CD3OD+TFA-d) δ 9.46 (s, 1H), 8.22 (dd, J=8.7, 2.0 Hz, 1H), 8.02 (d, J=8.7 Hz, 1H), 7.89 (s, 1H), 7.67-7.59 (m, 1H), 7.56 (d, J=7.7 Hz, 1H), 7.8 (s, 1H), 7.39 (d, J=7.7 Hz, 1H), 7.... The reactants are O1[C@H]2C(OC3=C([C@@H]21)C=C(C(=C3)[N+](=O)[O-])OC)(C)C ((3R*,4S*)-3,4-epoxy-6-methoxy-2,2-dimethyl-7-nitro-3,4-dihydro-2H-1-benzopyran), Cl(=O)(=O)(=O)[O-].[Li+] (lithium perchlorate), 4-(phenylethyl)amine, [Cl-].[NH4+] (ammonium chloride). Run in O1CCOCC1 (1,4-dioxane). Conditions: temperature 80 celsius, time 1 hour. The product is COC=1C(=CC2=C([C@@H]([C@H](C(O2)(C)C)O)NCCC2=CC=CC=C2)C1)[N+](=O)[O-] ((3R*,4S*)-6-methoxy-2,2-dimethyl-7-nitro-4-[(2-phenylethyl)amino]-3,4-dihydro-2H-1-benzopyran-3-ol). As a reaction SMILES: [O:1]1[C@@H:7]2[C@@H:2]1[C:3]([CH3:18])([CH3:17])[O:4][C:5]1[CH:11]=[C:10]([N+:12]([O-:14])=[O:13])[C:9]([O:15][CH3:16])=[CH:8][C:6]=12.Cl([O-])(=O)(=O)=O.[Li+].[Cl-].[NH4+:26]>O1CCOCC1>[CH3:16][O:15][C:9]1[C:10]([N+:12]([O-:14])=[O:13])=[CH:11][C:5]2[O:4][C:3]([CH3:18])([CH3:17])[C@H:2]([OH:1])[C@@H:7]([NH:26][CH2:2][CH2:7][C:6]3[CH:8]=[CH:9][CH:10]=[CH:11][CH:5]=3)[C:6]=2[CH:8]=1 |f:1.2,3.4|. Procedure details: To a solution of (3R*,4S*)-3,4-epoxy-6-methoxy-2,2-dimethyl-7-nitro-3,4-dihydro-2H-1-benzopyran (2.50 g, 9.95 mmol) in 1,4-dioxane(5.0 mL), lithium perchlorate (1.06 g, 9.95 mmol) and 4-(phenylethyl)amine (1.50 mL, 11.9 mmol) were added at room temperature and the mixture was stirred at 80° C. for 1 hour. Upon the completion of the reaction, an aqeuous solution of saturated ammonium chloride was added to the reaction solution, and the resulting solution was extracted with ethyl acetate. The orga...